Dataset: the Open Reaction Database (ORD), a public repository of structured organic reaction records. Task: describe an organic reaction: reactants, conditions, products, and yield Reactants: CCOCC, CC(C)(C)[O-], Cc1ccccc1, CC(C)(C)OC(=O)N1CC2CC1CN2, Clc1ccc(I)cn1, [Na+], O=C(C=Cc1ccccc1)C=Cc1ccccc1, O=C(C=Cc1ccccc1)C=Cc1ccccc1, O=C(C=Cc1ccccc1)C=Cc1ccccc1, [Pd], [Pd], c1ccc(P(c2ccccc2)c2ccc3ccccc3c2-c2c(P(c3ccccc3)c3ccccc3)ccc3ccccc23)cc1. Product: CC(C)(C)OC(=O)N1CC2CC1CN2c1ccc(Cl)nc1. As a reaction SMILES: [CH3:138][CH2:139][O:140][CH2:141][CH3:142].[CH3:69][C:70]([CH3:71])([O-:72])[CH3:73].[CH3:75][c:76]1[cH:77][cH:78][cH:79][cH:80][cH:81]1.[CH:1]12[N:2]([C:8](=[O:9])[O:10][C:11]([CH3:12])([CH3:13])[CH3:14])[CH2:3][CH:4]([NH:5][CH2:6]1)[CH2:7]2.[Cl:15][c:16]1[n:17][cH:18][c:19]([I:22])[cH:20][cH:21]1.[Na+:74].[O:102]=[C:103]([CH:104]=[CH:105][c:106]1[cH:107][cH:108][cH:109][cH:110][cH:111]1)[CH:112]=[CH:113][c:114]1[cH:115][cH:116][cH:117][cH:118][cH:119]1.[O:120]=[C:121]([CH:122]=[CH:123][c:124]1[cH:125][cH:126][cH:127][cH:128][cH:129]1)[CH:130]=[CH:131][c:132]1[cH:133][cH:134][cH:135][cH:136][cH:137]1.[O:84]=[C:85]([CH:86]=[CH:87][c:88]1[cH:89][cH:90][cH:91][cH:92][cH:93]1)[CH:94]=[CH:95][c:96]1[cH:97][cH:98][cH:99][cH:100][cH:101]1.[Pd:82].[Pd:83].[cH:23]1[cH:24][cH:25][c:26]([P:27]([c:28]2[cH:29][cH:30][c:31]3[c:32]([cH:33][cH:34][cH:35][cH:36]3)[c:37]2-[c:38]2[c:39]3[c:40]([cH:41][cH:42][cH:43][cH:44]3)[cH:45][cH:46][c:47]2[P:48]([c:49]2[cH:50][cH:51][cH:52][cH:53][cH:54]2)[c:55]2[cH:56][cH:57][cH:58][cH:59][cH:60]2)[c:61]2[cH:62][cH:63][cH:64][cH:65][cH:66]2)[cH:67][cH:68]1>>[CH:1]12[N:2]([C:8](=[O:9])[O:10][C:11]([CH3:12])([CH3:13])[CH3:14])[CH2:3][CH:4]([N:5]([c:19]3[cH:18][n:17][c:16]([Cl:15])[cH:21][cH:20]3)[CH2:6]1)[CH2:7]2. Starting materials: [Cl-], CC(CO)Nc1nc(SCc2ccccc2)nc2nc(N)sc12, N, [NH4+], [Na]. The product is CC(CO)Nc1nc(S)nc2nc(N)sc12. RXN SMILES: [Cl-:25].[NH2:2][c:3]1[s:4][c:5]2[c:6]([n:7][c:8]([S:16][CH2:17][c:18]3[cH:19][cH:20][cH:21][cH:22][cH:23]3)[n:9][c:10]2[NH:11][CH:12]([CH2:13][OH:14])[CH3:15])[n:24]1.[NH3:27].[NH4+:26].[Na:1]>>[NH2:2][c:3]1[s:4][c:5]2[c:6]([n:7][c:8]([SH:16])[n:9][c:10]2[NH:11][CH:12]([CH2:13][OH:14])[CH3:15])[n:24]1. The reactants are CN(C)C=O, Cc1ccc(S(=O)(=O)OCC2CCCC(OC(c3ccc(Cl)cc3)c3ccc(Cl)cc3Cl)O2)cc1, [H-], [I-], [Na+], [Na+], O, c1c[nH]cn1. Product: Clc1ccc(C(OC2CCCC(Cn3ccnc3)O2)c2ccc(Cl)cc2Cl)cc1. RXN SMILES: [CH3:45][N:46]([CH3:47])[CH:48]=[O:49].[Cl:8][c:9]1[cH:10][cH:11][c:12]([CH:15]([c:16]2[c:17]([Cl:23])[cH:18][c:19]([Cl:22])[cH:20][cH:21]2)[O:24][CH:25]2[CH2:26][CH2:27][CH2:28][CH:29]([CH2:31][O:32][S:33]([c:34]3[cH:35][cH:36][c:37]([CH3:38])[cH:39][cH:40]3)(=[O:41])=[O:42])[O:30]2)[cH:13][cH:14]1.[H-:1].[I-:44].[Na+:2].[Na+:43].[OH2:50].[nH:3]1[cH:4][n:5][cH:6][cH:7]1>>[n:3]1([CH2:31][CH:29]2[CH2:28][CH2:27][CH2:26][CH:25]([O:24][CH:15]([c:12]3[cH:11][cH:10][c:9]([Cl:8])[cH:14][cH:13]3)[c:16]3[c:17]([Cl:23])[cH:18][c:19]([Cl:22])[cH:20][cH:21]3)[O:30]2)[cH:4][n:5][cH:6][cH:7]1. The reactants are resultant mixture, O=O (oxygen), C1=CCCCC1 (cyclohexene), N(=NC(C#N)(C)C)C(C#N)(C)C (azobisisobutyronitrile), C1=CCCCC1 (cyclohexene). The solvent is C(C)#N (acetonitrile). Product: C1(C=CCCC1)=O (2-cyclohexen-1-one), C1(C=CCCC1)O (2-cyclohexen-1-ol). Isolated yield 1.0%. As a reaction SMILES: [CH:1]1[CH2:6][CH2:5][CH2:4][CH2:3][CH:2]=1.N(C(C)(C)C#N)=NC(C)(C)C#N.[O:19]=O>C(#N)C>[C:1]1(=[O:19])[CH2:6][CH2:5][CH2:4][CH:3]=[CH:2]1.[CH:1]1([OH:19])[CH2:6][CH2:5][CH2:4][CH:3]=[CH:2]1. Reported procedure: To 25 milliliters of acetonitrile, were added 1.64 grams (20 millimoles) of cyclohexene, and azobisisobutyronitrile (5 mole percent). The resultant mixture was stirred in an oxygen atmosphere at a temperature of 90° C. for 4 hours. In analysis of the product in the reaction mixture with gas chromatography, cyclohexene was transformed into 2-cyclohexen-1-one (cyclohexene-based selectivity 12%, yield 4%) and 2-cyclohexen-1-ol (cyclohexene-based selectivity 3%, yield 1%) with a transformation rate ... The reactants are BrC=1C=CC2=C(N(N=C2C1)C1=CC=C(C=C1)C(F)(F)F)Cl (6-Bromo-3-chloro-2-(4-trifluoromethylphenyl)-2H-indazole), COC1=C(C=CC=C1)B(O)O (2-methoxyphenylboronic acid), C(=O)([O-])[O-].[Na+].[Na+] (Na2CO3). The reagents and catalysts are C1(=CC=CC=C1)P(C1=CC=CC=C1)[Pd-3]([C-]1C=CC=C1)(P(C1=CC=CC=C1)C1=CC=CC=C1)(Cl)Cl.[CH-]1C=CC=C1.[Fe+2] (bis(diphenylphosphino) ferrocenyl palladium(II) dichloride). The solvent is O1CCOCC1 (dioxane). Conditions: temperature 160 celsius. Product: ClC=1N(N=C2C=C(C=CC12)C1=C(C=CC=C1)OC)C1=CC=C(C=C1)C(F)(F)F (3-chloro-6-(2-methoxyphenyl)-2-(4-trifluoromethylphenyl)-2H-indazole). As a reaction SMILES: Br[C:2]1[CH:3]=[CH:4][C:5]2[C:9]([CH:10]=1)=[N:8][N:7]([C:11]1[CH:16]=[CH:15][C:14]([C:17]([F:20])([F:19])[F:18])=[CH:13][CH:12]=1)[C:6]=2[Cl:21].[CH3:22][O:23][C:24]1[CH:29]=[CH:28][CH:27]=[CH:26][C:25]=1B(O)O.C([O-])([O-])=O.[Na+].[Na+]>C1(P([Pd-3](Cl)(Cl)(P(C2C=CC=CC=2)C2C=CC=CC=2)[C-]2C=CC=C2)C2C=CC=CC=2)C=CC=CC=1.[CH-]1C=CC=C1.[Fe+2].O1CCOCC1>[Cl:21][C:6]1[N:7]([C:11]2[CH:16]=[CH:15][C:14]([C:17]([F:20])([F:19])[F:18])=[CH:13][CH:12]=2)[N:8]=[C:9]2[C:5]=1[CH:4]=[CH:3][C:2]([C:25]1[CH:26]=[CH:27][CH:28]=[CH:29][C:24]=1[O:23][CH3:22])=[CH:10]2 |f:2.3.4,5.6.7|. Procedure: A mixture of the product of Example 1 Step 3 (100 mg, 0.26 mmol), 2-methoxyphenylboronic acid (50 mg, 0.33 mmol), bis(diphenylphosphino)ferrocenyl palladium(II) dichloride 0) (20 mg), saturated Na2CO3 solution (1 mL) and dioxane (2 mL) was heated at 160° C. for 10 min via microwave irradiation. The title product was then purified by preparative thin layer chromatography on silica eluting with EtAc:hexanes 1:5. MS: (ES (M+1)) 403,405. The reactants are O (water), ON1C(CCC1=O)=O (N-hydroxysuccinimide), CN(C1CCCCC1)C (dimethylcyclohexylamine), C(CCCCCCC)(=O)Cl (octanoyl chloride). The solvent is C1(=CC=CC=C1)C (toluene), C1(=CC=CC=C1)C (toluene). Conditions: temperature 60 celsius, time 5 hour. The product is C(CCCCCCC)(=O)OC1C(=O)NC(C1)=O (octanoyloxysuccinimide). Isolated yield 90.0%. As a reaction SMILES: O[N:2]1[C:6](=[O:7])[CH2:5][CH2:4][C:3]1=[O:8].CN(C)C1CCCCC1.[C:18](Cl)(=[O:26])[CH2:19][CH2:20][CH2:21][CH2:22][CH2:23][CH2:24][CH3:25].[OH2:28]>C1(C)C=CC=CC=1>[C:18]([O:26][CH:4]1[CH2:5][C:6](=[O:7])[NH:2][C:3]1=[O:8])(=[O:28])[CH2:19][CH2:20][CH2:21][CH2:22][CH2:23][CH2:24][CH3:25]. Reported procedure: 115.1 g (1 mol) of N-hydroxysuccinimide are introduced into 600 ml of toluene in a round-bottom flask, and 127.3 g (1 mol) of dimethylcyclohexylamine are added. At 60° C., 162.5 g (1 mol) of octanoyl chloride in 180 ml of toluene are added dropwise. The reaction mixture is stirred at 60° C. for 5 hours. Subsequently water is added and the organic phase is washed with water, concentrated hydrochloric acid, water and sodium bicarbonate solution in this order. The organic phase is dried over sodium...